Dataset: the Open Reaction Database (ORD), a public repository of structured organic reaction records. Task: describe an organic reaction: reactants, conditions, products, and yield Reactants: C(C1=CC=CC=C1)OC([C@H](COC1=C(C=CC=C1[N+](=O)[O-])Cl)NC(=O)OC(C)(C)C)=O ((S)-2-tert-butoxycarbonylamino-3-(2-chloro-6-nitro-phenoxy)-propionic acid benzyl ester). Reagents/catalysts: [Ni] (Raney-nickel). Product: NC1=C(OC[C@@H](C(=O)O)NC(=O)OC(C)(C)C)C(=CC=C1)Cl ((S)-3-(2-Amino-6-chloro-phenoxy)-2-tert-butoxycarbonylamino-propionic acid). The yield is 91.0%. RXN SMILES: C([O:8][C:9](=[O:31])[C@@H:10]([NH:23][C:24]([O:26][C:27]([CH3:30])([CH3:29])[CH3:28])=[O:25])[CH2:11][O:12][C:13]1[C:18]([N+:19]([O-])=O)=[CH:17][CH:16]=[CH:15][C:14]=1[Cl:22])C1C=CC=CC=1>[Ni]>[NH2:19][C:18]1[CH:17]=[CH:16][CH:15]=[C:14]([Cl:22])[C:13]=1[O:12][CH2:11][C@H:10]([NH:23][C:24]([O:26][C:27]([CH3:30])([CH3:28])[CH3:29])=[O:25])[C:9]([OH:31])=[O:8]. Procedure details: In an analogous manner to that described in example 5b), the hydrogenation of (S)-2-tert-butoxycarbonylamino-3-(2-chloro-6-nitro-phenoxy)-propionic acid benzyl ester using Raney-nickel instead of palladium as the catalyst yielded (91%) the title compound as a light brown foam, MS m/e (%): 329.3 (M−H+, 100). Starting materials: ClC=1N=C(C2=C(N1)N(C=C2C2=CC=C(C(=O)NC)C=C2)COCC[Si](C)(C)C)Cl (4-(2,4-dichloro-7-((2-(trimethylsilyl)ethoxy)methyl)-7H-pyrrolo[2,3-d]pyrimidin-5-yl)-N-methylbenzamide), O1CCC(CC1)O (tetrahydro-2H-pyran-4-ol), CC(C)([O-])C.[Na+] (sodium tert-butoxide). The solvent is O1CCOCC1 (1,4-dioxane), C(Cl)Cl (DCM). Reaction conditions: temperature 70 celsius, time 16 hour. Yields the product ClC=1N=C(C2=C(N1)N(C=C2C2=CC=C(C(=O)NC)C=C2)COCC[Si](C)(C)C)OC2CCOCC2 (4-(2-Chloro-4-((tetrahydro-2H-pyran-4-yl)oxy)-7-((2-(trimethylsilyl)ethoxy)methyl)-7H-pyrrolo[2,3-d]pyrimidin-5-yl)-N-methylbenzamide). Isolated yield 89.0%. As a reaction SMILES: [Cl:1][C:2]1[N:3]=[C:4](Cl)[C:5]2[C:10]([C:11]3[CH:20]=[CH:19][C:14]([C:15]([NH:17][CH3:18])=[O:16])=[CH:13][CH:12]=3)=[CH:9][N:8]([CH2:21][O:22][CH2:23][CH2:24][Si:25]([CH3:28])([CH3:27])[CH3:26])[C:6]=2[N:7]=1.[O:30]1[CH2:35][CH2:34][CH:33]([OH:36])[CH2:32][CH2:31]1.CC(C)([O-])C.[Na+]>O1CCOCC1.C(Cl)Cl>[Cl:1][C:2]1[N:3]=[C:4]([O:36][CH:33]2[CH2:34][CH2:35][O:30][CH2:31][CH2:32]2)[C:5]2[C:10]([C:11]3[CH:20]=[CH:19][C:14]([C:15]([NH:17][CH3:18])=[O:16])=[CH:13][CH:12]=3)=[CH:9][N:8]([CH2:21][O:22][CH2:23][CH2:24][Si:25]([CH3:26])([CH3:28])[CH3:27])[C:6]=2[N:7]=1 |f:2.3|. Procedure: A solution of 4-(2,4-dichloro-7-((2-(trimethylsilyl)ethoxy)methyl)-7H-pyrrolo[2,3-d]pyrimidin-5-yl)-N-methylbenzamide (1 equiv), tetrahydro-2H-pyran-4-ol (1.1 equiv), and sodium tert-butoxide (1.2 equiv) in 1,4-dioxane (0.22 M) were combined in a sealable flask. The reaction mixture was put under a nitrogen atmosphere, the sealable flask was sealed, and the mixture was stirred at 70° C. for 16 h. The mixture was cooled to room temperature and concentrated to afford an oil, which was suspended in... Reactants: FC1C2=CC(=CC=C2C=2C=CC(=CC2C1)CCCCCCCC)CCCCCCCC (9-fluoro-2,7-dioctyl-9,10-dihydrophenanthrene), C(#N)C1=C(C(=O)C(=C(C1=O)Cl)Cl)C#N (DDQ). Run in C1(=CC=CC=C1)C (toluene). Yields the product FC=1C2=CC(=CC=C2C=2C=CC(=CC2C1)CCCCCCCC)CCCCCCCC (9-Fluoro-2,7-dioctylphenanthrene). RXN SMILES: [F:1][CH:2]1[CH2:15][C:14]2[CH:13]=[C:12]([CH2:16][CH2:17][CH2:18][CH2:19][CH2:20][CH2:21][CH2:22][CH3:23])[CH:11]=[CH:10][C:9]=2[C:8]2[C:3]1=[CH:4][C:5]([CH2:24][CH2:25][CH2:26][CH2:27][CH2:28][CH2:29][CH2:30][CH3:31])=[CH:6][CH:7]=2.C(C1C(=O)C(Cl)=C(Cl)C(=O)C=1C#N)#N>C1(C)C=CC=CC=1>[F:1][C:2]1[C:3]2[C:8]([C:9]3[CH:10]=[CH:11][C:12]([CH2:16][CH2:17][CH2:18][CH2:19][CH2:20][CH2:21][CH2:22][CH3:23])=[CH:13][C:14]=3[CH:15]=1)=[CH:7][CH:6]=[C:5]([CH2:24][CH2:25][CH2:26][CH2:27][CH2:28][CH2:29][CH2:30][CH3:31])[CH:4]=2. Procedure: From 9-fluoro-2,7-dioctyl-9,10-dihydrophenanthrene by dehydrogenation with DDQ in toluene. Reactants: C(C1=CC=CC=C1)OCC(CCCC1(C(CCC(CBr)=O)O1)C)C (11-Benzyloxy-1-bromo-6,10-dimethyl-5,6-epoxy-undecan-2-one), Cl (hydrochloric acid), CCOCC (ether), C([O-])(O)=O.[Na+] (sodium bicarbonate). The solvent is CC(=O)C (acetone), [Cl-].[Na+].O (brine). Run at time 18 hour. Yields the product C(C1=CC=CC=C1)OCC(CCCC(C)(O)C1CCC(O1)(O)CBr)C (7-benzyloxy-2-(2-bromomethyl-2-hydroxy-tetrahydrofuran-5-yl)-6-methyl-heptan-2-ol). As a reaction SMILES: [CH2:1]([O:8][CH2:9][CH:10]([CH3:24])[CH2:11][CH2:12][CH2:13][C:14]1([CH3:23])[O:22][CH:15]1[CH2:16][CH2:17][C:18](=[O:21])[CH2:19][Br:20])[C:2]1[CH:7]=[CH:6][CH:5]=[CH:4][CH:3]=1.Cl.CC[O:28]CC.C(=O)(O)[O-].[Na+]>CC(C)=O.[Cl-].[Na+].O>[CH2:1]([O:8][CH2:9][CH:10]([CH3:24])[CH2:11][CH2:12][CH2:13][C:14]([CH:15]1[O:22][C:18]([CH2:19][Br:20])([OH:21])[CH2:17][CH2:16]1)([OH:28])[CH3:23])[C:2]1[CH:3]=[CH:4][CH:5]=[CH:6][CH:7]=1 |f:3.4,6.7.8|. Procedure details: 11-Benzyloxy-1-bromo-6,10-dimethyl-5,6-epoxy-undecan-2-one (16.2 g, 41 mM) in acetone (170.5 ml) is treated with 0.2 N hydrochloric acid (18.75 ml) at 0° C. for 0.75 hours. The reaction mixture is then stirred at room temperature for 18 hours. The solvent is removed in vacuo and the residue obtained is treated with ether, brine and saturated sodium bicarbonate. The phases are separated and the aqueous phase is extracted with ether. The combined extracts are washed with brine and dried (Na2SO4). ... Reactants: CCN(CC)C(=O)Cl, O=S(=O)(Cc1ccccc1)c1nc[nH]n1, Cl, c1ccncc1. The product is CCN(CC)C(=O)n1cnc(S(=O)(=O)Cc2ccccc2)n1. RXN SMILES: [CH2:16]([CH3:17])[N:18]([C:19](=[O:20])[Cl:21])[CH2:22][CH3:23].[CH2:1]([c:2]1[cH:3][cH:4][cH:5][cH:6][cH:7]1)[S:8](=[O:9])(=[O:10])[c:11]1[n:12][nH:13][cH:14][n:15]1.[ClH:24].[cH:25]1[cH:26][cH:27][n:28][cH:29][cH:30]1>>[CH2:1]([c:2]1[cH:3][cH:4][cH:5][cH:6][cH:7]1)[S:8](=[O:9])(=[O:10])[c:11]1[n:12][n:13]([C:19]([N:18]([CH2:16][CH3:17])[CH2:22][CH3:23])=[O:20])[cH:14][n:15]1. Reaction SMILES: [NH2:1][CH2:2][C@H:3]1[O:8][CH2:7][CH2:6][N:5]([C:9]([O:11][C:12]([CH3:15])([CH3:14])[CH3:13])=[O:10])[CH2:4]1.[OH:16][CH2:17][C:18](O)=[O:19].Cl.C(N=C=NCCCN(C)C)C>CN(C)C1C=CN=CC=1.C(Cl)Cl>[OH:19][CH2:18][C:17]([NH:1][CH2:2][C@H:3]1[O:8][CH2:7][CH2:6][N:5]([C:9]([O:11][C:12]([CH3:15])([CH3:14])[CH3:13])=[O:10])[CH2:4]1)=[O:16] |f:2.3|. The reactants are NC[C@@H]1CN(CCO1)C(=O)OC(C)(C)C ((R)-tert-butyl 2-(aminomethyl)morpholine-4-carboxylate), OCC(=O)O (2-hydroxyacetic acid), Cl.C(C)N=C=NCCCN(C)C (N1-((ethylimino)methylene)-N3,N3-dimethylpropane-1,3-diamine hydrochloride). Reagents/catalysts: CN(C1=CC=NC=C1)C (N,N-dimethylpyridin-4-amine). Run in C(Cl)Cl (DCM). Procedure: A mixture of (R)-tert-butyl 2-(aminomethyl)morpholine-4-carboxylate (1.0 equiv.), 2-hydroxyacetic acid (1.80 equiv.), N1-((ethylimino)methylene)-N3,N3-dimethylpropane-1,3-diamine hydrochloride (2.0 equiv.), and N,N-dimethylpyridin-4-amine (0.20 equiv.) was stirred in DCM (0.1 M) at room temperature overnight. The reaction was quenched with water and washed (3×) with water. The combined aqueous fractions were then back-extracted with chloroform (4×) and the combined organics were dried over Na2SO... Product: OCC(=O)NC[C@@H]1CN(CCO1)C(=O)OC(C)(C)C ((R)-tert-butyl 2-((2-hydroxyacetamido)methyl)morpholine-4-carboxylate). Reactants: BrCCOC1CCCCO1, O=C([O-])[O-], CC#N, [Cs+], [Cs+], Ic1cn[nH]c1. Product: Ic1cnn(CCOC2CCCCO2)c1. RXN SMILES: [Br:1][CH2:2][CH2:3][O:4][CH:5]1[O:6][CH2:7][CH2:8][CH2:9][CH2:10]1.[C:17](=[O:18])([O-:19])[O-:20].[CH3:23][C:24]#[N:25].[Cs+:21].[Cs+:22].[I:11][c:12]1[cH:13][n:14][nH:15][cH:16]1>>[CH2:2]([CH2:3][O:4][CH:5]1[O:6][CH2:7][CH2:8][CH2:9][CH2:10]1)[n:15]1[n:14][cH:13][c:12]([I:11])[cH:16]1.